From a dataset of the Open Reaction Database (ORD), a public repository of structured organic reaction records. describe an organic reaction: reactants, conditions, products, and yield Reactants: CCCC[O-], CC(=O)O, CN(C)C=O, O=[N+]([O-])C=C1C[N+]([O-])=C(c2ccccc2F)c2cc(Cl)ccc2N1, [K]. Yields the product CC1C(=C[N+](=O)[O-])Nc2ccc(Cl)cc2C(c2ccccc2F)=[N+]1[O-]. As a reaction SMILES: [CH3:2][CH2:3][CH2:4][CH2:5][O-:6].[CH3:31][C:32](=[O:33])[OH:34].[CH3:35][N:36]([CH3:37])[CH:38]=[O:39].[Cl:7][c:8]1[cH:9][cH:10][c:11]2[c:12]([cH:30]1)[C:13]([c:23]1[c:24]([F:29])[cH:25][cH:26][cH:27][cH:28]1)=[N+:14]([O-:22])[CH2:15][C:16](=[CH:18][N+:19](=[O:20])[O-:21])[NH:17]2.[K:1]>>[CH3:2][CH:15]1[N+:14]([O-:22])=[C:13]([c:23]2[c:24]([F:29])[cH:25][cH:26][cH:27][cH:28]2)[c:12]2[c:11]([cH:10][cH:9][c:8]([Cl:7])[cH:30]2)[NH:17][C:16]1=[CH:18][N+:19](=[O:20])[O-:21]. Isolated yield 56.2%. Solvent: CN(C)C=O (DMF). Yields the product ClC(=CCOC1=CC(=C(OCCCNC(=O)OC(C)(C)C)C(=C1)Cl)Cl)Cl (N-{3-[4-(3,3-dichloroprop-2-enyloxy)-2,6-dichlorophenoxy]propyl}(tert-butoxy)carboxamide). Reported procedure: This compound was prepared in a manner analogous to that of Step D of Example 1, using 3.5 grams (0.0104 mole) of N-[3-(2,6-dichloro-4-hydroxyphenoxy)propyl](tert-butoxy)carboxamide, 2.3 grams (0.0125 mole) of 1,1,1,3-tetrachloropropane and 3.4 grams (0.0250 mole) of potassium carbonate in DMF. The crude product was purified with column chromatography on silica gel using a mixture of 1:3 hexane and methylene chloride as an eluant. The appropriate fractions were combined and concentrated under re... RXN SMILES: [Cl:1][C:2]1[CH:19]=[C:18]([OH:20])[CH:17]=[C:16]([Cl:21])[C:3]=1[O:4][CH2:5][CH2:6][CH2:7][NH:8][C:9]([O:11][C:12]([CH3:15])([CH3:14])[CH3:13])=[O:10].[Cl:22][C:23](Cl)([Cl:27])[CH2:24][CH2:25]Cl.C(=O)([O-])[O-].[K+].[K+]>CN(C=O)C>[Cl:22][C:23]([Cl:27])=[CH:24][CH2:25][O:20][C:18]1[CH:19]=[C:2]([Cl:1])[C:3]([O:4][CH2:5][CH2:6][CH2:7][NH:8][C:9]([O:11][C:12]([CH3:14])([CH3:15])[CH3:13])=[O:10])=[C:16]([Cl:21])[CH:17]=1 |f:2.3.4|. Reactants: ClC1=C(OCCCNC(=O)OC(C)(C)C)C(=CC(=C1)O)Cl (N-[3-(2,6-dichloro-4-hydroxyphenoxy)propyl](tert-butoxy)carboxamide), ClC(CCCl)(Cl)Cl (1,1,1,3-tetrachloropropane), C([O-])([O-])=O.[K+].[K+] (potassium carbonate). Reactants: CC([C@@H](C(=O)N[C@H](C[C@@H]([C@H](CC1=CC=C(C=C1)C1=NC=CC(=C1)C)NC(OCC1=CC=CC=C1)=O)O)CC1=CC=CC=C1)N1C(N(CC1)CC1=NC(=CC=C1)C)=O)(C)C (benzyl(1S,2S,4S)-4-[((2S)-3,3-dimethyl-2-{3-[(6-methyl-2-pyridinyl)methyl]-2-oxo-1-imidazolidinyl}butanoyl)amino]-2-hydroxy-1-[4-(4-methyl-2-pyridinyl)benzyl]-5-phenylpentylcarbamate), Cl (HCl). The reagents and catalysts are [OH-].[OH-].[Pd+2] (Pd(OH)2 on carbon). The solvent is C(C)(=O)OCC (ethyl acetate), CO (methanol). Conditions: temperature 25 celsius, time 16 hour. Yields the product N[C@H]([C@H](C[C@H](CC1=CC=CC=C1)NC([C@H](C(C)(C)C)N1C(N(CC1)CC1=NC(=CC=C1)C)=O)=O)O)CC1=CC=C(C=C1)C1=NC=CC(=C1)C ((2S)-N-{(1S,3S,4S)-4-amino-1-benzyl-3-hydroxy-5-[4-(4-methyl-2-pyridinyl)phenyl]pentyl}-3,3-dimethyl-2-{3-[(6-methyl-2-pyridinyl)methyl]-2-oxo-1-imidazolidinyl}butanamide), hydrochloride salt. RXN SMILES: [CH3:1][C:2]([CH3:59])([CH3:58])[C@H:3]([N:44]1[CH2:48][CH2:47][N:46]([CH2:49][C:50]2[CH:55]=[CH:54][CH:53]=[C:52]([CH3:56])[N:51]=2)[C:45]1=[O:57])[C:4]([NH:6][C@@H:7]([CH2:37][C:38]1[CH:43]=[CH:42][CH:41]=[CH:40][CH:39]=1)[CH2:8][C@H:9]([OH:36])[C@@H:10]([NH:25]C(=O)OCC1C=CC=CC=1)[CH2:11][C:12]1[CH:17]=[CH:16][C:15]([C:18]2[CH:23]=[C:22]([CH3:24])[CH:21]=[CH:20][N:19]=2)=[CH:14][CH:13]=1)=[O:5].Cl>C(OCC)(=O)C.CO.[OH-].[OH-].[Pd+2]>[NH2:25][C@@H:10]([CH2:11][C:12]1[CH:17]=[CH:16][C:15]([C:18]2[CH:23]=[C:22]([CH3:24])[CH:21]=[CH:20][N:19]=2)=[CH:14][CH:13]=1)[C@@H:9]([OH:36])[CH2:8][C@@H:7]([NH:6][C:4](=[O:5])[C@@H:3]([N:44]1[CH2:48][CH2:47][N:46]([CH2:49][C:50]2[CH:55]=[CH:54][CH:53]=[C:52]([CH3:56])[N:51]=2)[C:45]1=[O:57])[C:2]([CH3:1])([CH3:58])[CH3:59])[CH2:37][C:38]1[CH:43]=[CH:42][CH:41]=[CH:40][CH:39]=1 |f:4.5.6|. Reported procedure: A solution containing the product from Example 80D (0.054 g, 0.068 mmol) in a mixture of ethyl acetate (0.3 mL) and methanol (0.3 mL) was treated with Pd(OH)2 on carbon (0.014 g, 20% Pd by wt.) and HCl solution (0.068 mL, 4N in dioxane), stirred under a hydrogen atmosphere (balloon pressure) at 25° C. for 16 hours, filtered through a bed of celite® and rinsed with methanol. The solvent was concentrated to give the title compound as the hydrochloride salt, which was used without further purificat... Run at temperature 50 celsius, time 18 hour. Reaction SMILES: [Cl:1][C:2]1[CH:7]=[CH:6][C:5]([NH:8][C:9]2[S:10][C:11]([CH3:17])=[C:12]([C:14]([OH:16])=[O:15])[N:13]=2)=[CH:4][C:3]=1[O:18][CH3:19].[Cl:20][C:21]1[CH:29]=[C:28]([Cl:30])[CH:27]=[CH:26][C:22]=1[C:23](Cl)=[O:24].C(=O)([O-])[O-].[K+].[K+]>C1COCC1>[Cl:20][C:21]1[CH:29]=[C:28]([Cl:30])[CH:27]=[CH:26][C:22]=1[C:23]([N:8]([C:5]1[CH:6]=[CH:7][C:2]([Cl:1])=[C:3]([O:18][CH3:19])[CH:4]=1)[C:9]1[S:10][C:11]([CH3:17])=[C:12]([C:14]([OH:16])=[O:15])[N:13]=1)=[O:24] |f:2.3.4|. The reactants are ClC1=C(C=C(C=C1)NC=1SC(=C(N1)C(=O)O)C)OC (2-(4-chloro-3-methoxy-phenylamino)-5-methyl-thiazole-4-carboxylic acid), ClC1=C(C(=O)Cl)C=CC(=C1)Cl (2,4-dichloro-benzoyl chloride), C([O-])([O-])=O.[K+].[K+] (potassium carbonate). Procedure: A mixture of 4.3 g (14 mmol) 2-(4-chloro-3-methoxy-phenylamino)-5-methyl-thiazole-4-carboxylic acid, 7.5 g (35 mmol) 2,4-dichloro-benzoyl chloride and 2.01 g (14.5 mmol) potassium carbonate in 200 mL THF was stirred at 50° C. for 18 h. After evaporation of the volatiles the residue was partitioned between water and ethyl acetate. Organic phases were pooled, dried with MgSO4 and the solvent was removed in vacuo. Crystallisation from n-heptane/ethyl acetate yielded 6.6 g (97%) of the title compoun... Yields the product ClC1=C(C(=O)N(C=2SC(=C(N2)C(=O)O)C)C2=CC(=C(C=C2)Cl)OC)C=CC(=C1)Cl (2-[(2,4-Dichloro-benzoyl)-(4-chloro-3-methoxy-phenyl)-amino]-5-methyl-thiazole-4-carboxylic acid). The yield is 99.9%. The solvent is C1CCOC1 (THF).